From a dataset of the Open Reaction Database (ORD), a public repository of structured organic reaction records. describe an organic reaction: reactants, conditions, products, and yield Starting materials: C(C)(C)(C)OC(N[C@H]1CN(CC1)C=1N=C2C(=NC1)N=NN2CC=2C=CC1=C(CCO1)C2)=O ({(R)-1-[3-(2,3-Dihydro-benzofuran-5-ylmethyl)-3H-[1,2,3]triazolo[4,5-b]pyrazin-5-yl]-pyrrolidin-3-yl}-carbamic acid tert-butyl ester), Cl.O1CCOCC1 (HCl Dioxane). Run in C(Cl)Cl (CH2Cl2). Conditions: time 2 hour. Product: O1CCC2=C1C=CC(=C2)CN2N=NC1=NC=C(N=C12)N1C[C@@H](CC1)N ((R)-1-[3-(2,3-Dihydro-benzofuran-5-ylmethyl)-3H-[1,2,3]triazolo[4,5-b]pyrazin-5-yl]-pyrrolidin-3-ylamine), acetate salt. Yield: 99.0%. Reaction SMILES: C(OC(=O)[NH:7][C@@H:8]1[CH2:12][CH2:11][N:10]([C:13]2[N:14]=[C:15]3[N:21]([CH2:22][C:23]4[CH:24]=[CH:25][C:26]5[O:30][CH2:29][CH2:28][C:27]=5[CH:31]=4)[N:20]=[N:19][C:16]3=[N:17][CH:18]=2)[CH2:9]1)(C)(C)C.Cl.O1CCOCC1>C(Cl)Cl>[O:30]1[C:26]2[CH:25]=[CH:24][C:23]([CH2:22][N:21]3[C:15]4[C:16](=[N:17][CH:18]=[C:13]([N:10]5[CH2:11][CH2:12][C@@H:8]([NH2:7])[CH2:9]5)[N:14]=4)[N:19]=[N:20]3)=[CH:31][C:27]=2[CH2:28][CH2:29]1 |f:1.2|. Reported procedure: To a solution of {(R)-1-[3-(2,3-Dihydro-benzofuran-5-ylmethyl)-3H-[1,2,3]triazolo[4,5-b]pyrazin-5-yl]-pyrrolidin-3-yl}-carbamic acid tert-butyl ester (67 mg, 0.15 mmol) in CH2Cl2 (10 mL) was added 4M HCl/Dioxane dropwise (2 mL). The reaction was stirred at room temperature for 2 hours. The organic layer was decanted and the crude solid was purified with a reverse-phased preparative HPLC eluting with acetonitrile-water having 0.1% acetic acid to provide 61 mg of (R)-1-[3-(2,3-Dihydro-benzofuran-5... Reactants: OC1=NC2=CC=CC=C2C(=N1)O (2,4-dihydroxyquinazoline). Reagents/catalysts: O=[Pt]=O (platinium oxide). The solvent is FC(C(=O)O)(F)F (trifluoroacetic acid). Product: OC1=NC=2CCCCC2C(=N1)O (2,4-Dihydroxy-5,6,7,8-tetrahydroquinazoline). Isolated yield 34.5%. As a reaction SMILES: [OH:1][C:2]1[N:11]=[C:10]([OH:12])[C:9]2[C:4](=[CH:5][CH:6]=[CH:7][CH:8]=2)[N:3]=1>O=[Pt]=O.FC(F)(F)C(O)=O>[OH:1][C:2]1[N:11]=[C:10]([OH:12])[C:9]2[CH2:8][CH2:7][CH2:6][CH2:5][C:4]=2[N:3]=1. Procedure details: A mixture solution of 2,4-dihydroxyquinazoline(39.2 g, 0.24 mol), platinium oxide(4 g) and trifluoroacetic acid(300 ml) was hydrogenated by Parr reactor for 2 hours. Platinium was filtered and the filtrate was concentrated, diluted with water, and basified with 1N-NaOH solution. The resulting solid was filtered and dried to give 13.76 g of the titled compound. (Yield: 34.5%)